This data is from the Open Reaction Database (ORD), a public repository of structured organic reaction records. The task is: describe an organic reaction: reactants, conditions, products, and yield Starting materials: Cc1cc(N)c(F)cc1Br, C1CCOC1, CCOCC, O=C=Nc1cc(C(F)(F)F)ccc1F. The product is Cc1cc(NC(=O)Nc2cc(C(F)(F)F)ccc2F)c(F)cc1Br. Reaction SMILES: [Br:1][c:2]1[cH:3][c:4]([F:10])[c:5]([NH2:6])[cH:7][c:8]1[CH3:9].[CH2:30]1[O:31][CH2:32][CH2:33][CH2:34]1.[CH3:25][CH2:26][O:27][CH2:28][CH3:29].[F:11][c:12]1[c:13]([N:22]=[C:23]=[O:24])[cH:14][c:15]([C:18]([F:19])([F:20])[F:21])[cH:16][cH:17]1>>[Br:1][c:2]1[cH:3][c:4]([F:10])[c:5]([NH:6][C:23]([NH:22][c:13]2[c:12]([F:11])[cH:17][cH:16][c:15]([C:18]([F:19])([F:20])[F:21])[cH:14]2)=[O:24])[cH:7][c:8]1[CH3:9]. Reactants: C(=C)OCCONC(=O)C1=C(C=2N(C=C1)C=NC2)NC2=C(C=C(C=C2)C2CC2)F (8-(4-Cyclopropyl-2-fluoro-phenylamino)-imidazo[1,5-a]pyridine-7-carboxylic acid (2-vinyloxy-ethoxy)-amide). Solvent: CO (methanol), CO (methanol), ClCCl (dichloromethane). Yields the product OCCONC(=O)C1=C(C=2N(C=C1)C=NC2)NC2=C(C=C(C=C2)C2CC2)F (8-(4-Cyclopropyl-2-fluoro-phenylamino)-imidazo[1,5-a]pyridine-7-carboxylic acid (2-hydroxy-ethoxy)-amide). The yield is 71.4%. RXN SMILES: C([O:3][CH2:4][CH2:5][O:6][NH:7][C:8]([C:10]1[CH:15]=[CH:14][N:13]2[CH:16]=[N:17][CH:18]=[C:12]2[C:11]=1[NH:19][C:20]1[CH:25]=[CH:24][C:23]([CH:26]2[CH2:28][CH2:27]2)=[CH:22][C:21]=1[F:29])=[O:9])=C>CO.ClCCl>[OH:3][CH2:4][CH2:5][O:6][NH:7][C:8]([C:10]1[CH:15]=[CH:14][N:13]2[CH:16]=[N:17][CH:18]=[C:12]2[C:11]=1[NH:19][C:20]1[CH:25]=[CH:24][C:23]([CH:26]2[CH2:28][CH2:27]2)=[CH:22][C:21]=1[F:29])=[O:9]. Procedure details: 8-(4-Cyclopropyl-2-fluoro-phenylamino)-imidazo[1,5-a]pyridine-7-carboxylic acid (2-vinyloxy-ethoxy)-amide (56 mg, 0.14 mmol) was dissolved in methanol and loaded onto an Isolute® SCX-2 cartridge (5 g). The cartridge was then washed with methanol and the desired product was subsequently eluted using 2M NH3 in MeOH. The eluent was collected and concentrated to give a residue. The residue was subjected to flash chromatography (Si-PPC, gradient 0% to 20%, methanol in dichloromethane) to afford the t... Starting materials: CC(C)=CC (2-methyl-2-butene), C(=O)C1=CN=C(S1)C1CN(CC1)C(=O)OC(C)(C)C (tert-Butyl 3-(5-formylthiazol-2-yl)pyrrolidine-1-carboxylate), Cl(=O)[O-].[Na+] (sodium chlorite), P(=O)(O)(O)[O-].[Na+] (Sodium dihydrogenphosphate), CC(C)=CC (2-methylbut-2-ene). Run in C(C)(C)(C)O (t-butanol), O (water). Run at time 5 minute. The product is C(C)(C)(C)OC(=O)N1CC(CC1)C=1SC(=CN1)C(=O)O (2-(1-(tert-butoxycarbonyl)pyrrolidin-3-yl)thiazole-5-carboxylic acid). RXN SMILES: [CH:1]([C:3]1[S:7][C:6]([CH:8]2[CH2:12][CH2:11][N:10]([C:13]([O:15][C:16]([CH3:19])([CH3:18])[CH3:17])=[O:14])[CH2:9]2)=[N:5][CH:4]=1)=[O:2].P([O-])(O)(O)=[O:21].[Na+].CC(=CC)C.Cl([O-])=O.[Na+]>O.C(O)(C)(C)C>[C:16]([O:15][C:13]([N:10]1[CH2:11][CH2:12][CH:8]([C:6]2[S:7][C:3]([C:1]([OH:21])=[O:2])=[CH:4][N:5]=2)[CH2:9]1)=[O:14])([CH3:19])([CH3:18])[CH3:17] |f:1.2,4.5|. Procedure: tert-Butyl 3-(5-formylthiazol-2-yl)pyrrolidine-1-carboxylate (3.65 g, 12.93 mmol) was suspended in water (35 ml) and t-butanol (60 ml). Sodium dihydrogenphosphate (2.094 g, 17.45 mmol) was added, followed by 2-methylbut-2-ene (5.34 ml, 50.4 mmol). After 5 minutes, sodium chlorite (2.92 g, 32.3 mmol) was added in portions over about 5 minutes (mildly exothermic). The reaction was stirred for 1 hour at room temperature, then additional 2-methyl-2-butene (2 mL) was added. After stirring for 2 hours... The reactants are [N+](=O)([O-])C=1C=C(C=CC1)C(O)C1=CNC2=NC=C(C=C21)C=2C=NC=CC2 ((3-nitro-phenyl)-(5-pyridin-3-yl-1H-pyrrolo[2,3-b]pyridin-3-yl)-methanol), CC(=O)OI1(C2=CC=CC=C2C(=O)O1)(OC(=O)C)OC(=O)C (Dess-Martin periodane), O (water). The solvent is CN(C=O)C (dimethylformamide). Reaction conditions: time 1 hour. Product: [N+](=O)([O-])C=1C=C(C=CC1)C(=O)C1=CNC2=NC=C(C=C21)C=2C=NC=CC2 ((3-nitro-phenyl)-(5-pyridin-3-yl-1H-pyrrolo[2,3-b]pyridin-3-yl)-methanone). As a reaction SMILES: [N+:1]([C:4]1[CH:5]=[C:6]([CH:10]([C:12]2[C:20]3[C:15](=[N:16][CH:17]=[C:18]([C:21]4[CH:22]=[N:23][CH:24]=[CH:25][CH:26]=4)[CH:19]=3)[NH:14][CH:13]=2)[OH:11])[CH:7]=[CH:8][CH:9]=1)([O-:3])=[O:2].CC(OI1(OC(C)=O)(OC(C)=O)OC(=O)C2C1=CC=CC=2)=O.O>CN(C)C=O>[N+:1]([C:4]1[CH:5]=[C:6]([C:10]([C:12]2[C:20]3[C:15](=[N:16][CH:17]=[C:18]([C:21]4[CH:22]=[N:23][CH:24]=[CH:25][CH:26]=4)[CH:19]=3)[NH:14][CH:13]=2)=[O:11])[CH:7]=[CH:8][CH:9]=1)([O-:3])=[O:2]. Procedure: To (3-nitro-phenyl)-(5-pyridin-3-yl-1H-pyrrolo[2,3-b]pyridin-3-yl)-methanol (P-1399, R═H, 500 mg, 1.44 mmol) in dimethylformamide (26 mL) was added Dess-Martin periodane (674 mg, 1.59 mmol). The reaction was stirred for one hour and the reaction was poured into water. All solids were filtered and purified by silica gel column chromatography eluting with 3% methanol in dichloromethane to give the compound (536, 295 mg, 59%). MS (ESI)[M+H+]+=345.2. Starting materials: P(=O)(Cl)(Cl)Cl (Phosphoryl chloride), FC1=C2C(NC=NC2=CC(=C1)F)=O (5,7-difluoro-3,4-dihydroquinazolin-4-one), ClC1=CC=C2C(=C1N)OCO2 (6-chloro-2,3-methylenedioxyaniline), C(C)(C)N(CC)C(C)C (diisopropylethylamine). Solvent: ClC1=CC=CC=C1 (chlorobenzene). Run at temperature 95 celsius, time 30 minute. The product is ClC1=CC=C2C(=C1NC1=NC=NC3=CC(=CC(=C13)F)F)OCO2 (4-(6-chloro-2,3-methylenedioxyanilino)-5,7-difluoroquinazoline). Reaction SMILES: P(Cl)(Cl)(Cl)=O.[F:6][C:7]1[CH:16]=[C:15]([F:17])[CH:14]=[C:13]2[C:8]=1[C:9](=O)[NH:10][CH:11]=[N:12]2.[Cl:19][C:20]1[C:25]([NH2:26])=[C:24]2[O:27][CH2:28][O:29][C:23]2=[CH:22][CH:21]=1.C(N(C(C)C)CC)(C)C>ClC1C=CC=CC=1>[Cl:19][C:20]1[C:25]([NH:26][C:9]2[C:8]3[C:13](=[CH:14][C:15]([F:17])=[CH:16][C:7]=3[F:6])[N:12]=[CH:11][N:10]=2)=[C:24]2[O:27][CH2:28][O:29][C:23]2=[CH:22][CH:21]=1. Procedure: Phosphoryl chloride (4.96 ml) was added over a period of 40 minutes to a stirred mixture of 5,7-difluoro-3,4-dihydroquinazolin-4-one (6.5 g), chlorobenzene (64.9 ml), 6-chloro-2,3-methylenedioxyaniline (7.08 g) and diisopropylethylamine (7.47 ml) that had been heated to 95° C. under an atmosphere of nitrogen gas. The resultant reaction mixture was heated at 95° C. for 5 hours. The reaction mixture was cooled to 18° C. and stirred for 30 minutes. Stirring was stopped and the reaction mixture was ... Starting materials: CCCCN1CCCc2ccc(C(=O)OC)cc21, CO, [K+], [OH-], O. Yields the product CCCCN1CCCc2ccc(C(=O)O)cc21. RXN SMILES: [CH2:1]([CH2:2][CH2:3][CH3:4])[N:5]1[CH2:6][CH2:7][CH2:8][c:9]2[cH:10][cH:11][c:12]([C:15](=[O:16])[O:17][CH3:18])[cH:13][c:14]21.[CH3:21][OH:22].[K+:20].[OH-:19].[OH2:23]>>[CH2:1]([CH2:2][CH2:3][CH3:4])[N:5]1[CH2:6][CH2:7][CH2:8][c:9]2[cH:10][cH:11][c:12]([C:15](=[O:16])[OH:17])[cH:13][c:14]21.